This data is from the Open Reaction Database (ORD), a public repository of structured organic reaction records. The task is: describe an organic reaction: reactants, conditions, products, and yield Isolated yield 39.8%. The product is [N+](=O)([O-])C1=C(C[C@@]2([C@H](O)[C@H](O)[C@@H](CO)O2)N2C=NC=3C(N)=NC=NC23)C=CC=C1 (ortho-nitrobenzyladenosine). The solvent is CN(C)C=O (DMF). Reaction SMILES: [OH2:1].[C@@H:2]1([N:10]2[C:19]3[N:18]=[CH:17][N:16]=[C:14]([NH2:15])[C:13]=3[N:12]=[CH:11]2)[O:9][C@H:6]([CH2:7][OH:8])[C@@H:4]([OH:5])[CH2:3]1.N1C=CC=CC=1.[H-].[Na+].[N+:28]([C:31]1[CH:38]=[CH:37][CH:36]=[CH:35][C:32]=1[CH2:33]Br)([O-:30])=[O:29]>CN(C=O)C>[N+:28]([C:31]1[CH:38]=[CH:37][CH:36]=[CH:35][C:32]=1[CH2:33][C@@:2]1([N:10]2[C:19]3[N:18]=[CH:17][N:16]=[C:14]([NH2:15])[C:13]=3[N:12]=[CH:11]2)[O:9][C@H:6]([CH2:7][OH:8])[C@@H:4]([OH:5])[C@H:3]1[OH:1])([O-:30])=[O:29] |f:0.1,3.4|. Reactants: [N+](=O)([O-])C1=C(CBr)C=CC=C1 (2-Nitrobenzyl bromide), O.[C@@H]1(C[C@H](O)[C@@H](CO)O1)N1C=NC=2C(N)=NC=NC12 (2'-Deoxyadenosine monohydrate), N1=CC=CC=C1 (pyridine), [H-].[Na+] (sodium hydride). Procedure details: 2'-Deoxyadenosine monohydrate (538 mg, 2.0 mmol, Aldrich Chemical, Milwaukee, Wisc.) was dried by evaporation with anhydrous pyridine (2 times, 10 ml) under vacuum. The residue was dissolved in anhydrous DMF (10 ml, Aldrich, Milwaukee, Wisc.) under an argon atmosphere, and sodium hydride (88 mg, 2.2 mmol, 1.1 equiv, 60% dispersion in oil) was added and stirred for 40 mins at room temperature. 2-Nitrobenzyl bromide (710 mg, 3.3 mmol, 1.5 equiv) was added and the solution was stirred for 4 hours a... Run at time 40 minute. Procedure: The benzyloxycarbonyl-L-proline thus obtained (180 g.) is dissolved in a mixture of dichloromethane (300 ml.), liquid isobutylene (800 ml.) and concentrated sulfuric acid (7.2 ml.). The solution is shaken in a pressure bottle for 72 hours. The pressure is released, the isobutylene is allowed to evaporate and the solution is washed with 5% sodium carbonate, water, dried over magnesium sulfate and concentrated to dryness in vacuo, to obtain benyloxycarbonyl-L-proline tert.butyl ester, yield 205 g. The product is C(C)(C)(C)OC([C@H]1N(CCC1)C(=O)OCC1=CC=CC=C1)=O (benyloxycarbonyl-L-proline tert.butyl ester). Solvent: ClCCl (dichloromethane), CC(C)=C (isobutylene), S(O)(O)(=O)=O (sulfuric acid), CC(C)=C (isobutylene). RXN SMILES: [CH2:1]([O:8][C:9]([N:11]1[CH2:18][CH2:17][CH2:16][C@H:12]1[C:13]([OH:15])=[O:14])=[O:10])[C:2]1[CH:7]=[CH:6][CH:5]=[CH:4][CH:3]=1>ClCCl.CC(=C)C.S(=O)(=O)(O)O>[C:2]([O:14][C:13](=[O:15])[C@@H:12]1[CH2:16][CH2:17][CH2:18][N:11]1[C:9]([O:8][CH2:1][C:2]1[CH:3]=[CH:4][CH:5]=[CH:6][CH:7]=1)=[O:10])([CH3:7])([CH3:3])[CH3:1]. Run at time 72 hour. Reactants: C(C1=CC=CC=C1)OC(=O)N1[C@H](C(=O)O)CCC1 (benzyloxycarbonyl-L-proline).